This data is from the Open Reaction Database (ORD), a public repository of structured organic reaction records. The task is: describe an organic reaction: reactants, conditions, products, and yield Solvent: O1CCOCC1 (1,4-dioxane), O1CCOCC1 (1,4-dioxane). Reagents/catalysts: C=1C=CC(=CC1)[P](C=2C=CC=CC2)(C=3C=CC=CC3)[Pd]([P](C=4C=CC=CC4)(C=5C=CC=CC5)C=6C=CC=CC6)([P](C=7C=CC=CC7)(C=8C=CC=CC8)C=9C=CC=CC9)[P](C=1C=CC=CC1)(C=1C=CC=CC1)C=1C=CC=CC1 (tetrakis(triphenylphosphine)palladium(0)). RXN SMILES: [CH:1]([Si:4]([CH:9]([CH3:11])[CH3:10])([CH:6]([CH3:8])[CH3:7])[SH:5])([CH3:3])[CH3:2].C[Si](C)(C)[N-][Si](C)(C)C.[Li+].C1COCC1.C([Si](C(C)C)(C(C)C)[S-])(C)C.[Li+].I[C:40]1[CH:41]=[CH:42][C:43]2[CH:52]3[CH:48]([N:49]([C:53]([O:55][C:56]([CH3:59])([CH3:58])[CH3:57])=[O:54])[CH2:50][CH2:51]3)[CH2:47][O:46][C:44]=2[CH:45]=1>O1CCOCC1.C1C=CC([P]([Pd]([P](C2C=CC=CC=2)(C2C=CC=CC=2)C2C=CC=CC=2)([P](C2C=CC=CC=2)(C2C=CC=CC=2)C2C=CC=CC=2)[P](C2C=CC=CC=2)(C2C=CC=CC=2)C2C=CC=CC=2)(C2C=CC=CC=2)C2C=CC=CC=2)=CC=1>[CH3:10][CH:9]([Si:4]([S:5][C:40]1[CH:41]=[CH:42][C:43]2[CH:52]3[CH:48]([N:49]([C:53]([O:55][C:56]([CH3:59])([CH3:58])[CH3:57])=[O:54])[CH2:50][CH2:51]3)[CH2:47][O:46][C:44]=2[CH:45]=1)([CH:1]([CH3:3])[CH3:2])[CH:6]([CH3:8])[CH3:7])[CH3:11] |f:1.2,4.5,^1:69,71,90,109|. Reaction conditions: time 2.5 hour. Starting materials: C(C)(C)[Si]([S-])(C(C)C)C(C)C.[Li+] (lithium triisopropylsilanethiolate), IC=1C=CC2=C(C1)OCC1N(CCC12)C(=O)OC(C)(C)C (tert-butyl 7-iodo-1,3a,4,9b-tetrahydrochromeno[3,4-b]pyrrole-3(2H)-carboxylate), C(C)(C)[Si](S)(C(C)C)C(C)C (Triisopropylsilanethiol), C[Si]([N-][Si](C)(C)C)(C)C.[Li+] (lithium hexamethyldisilazide), C1CCOC1 (THF). Reported procedure: Anhydrous dioxane was sparged with argon gas for 1 h before being used. Triisopropylsilanethiol (0.95 mL, 4.4 mmol) was dissolved into anhydrous 1,4-dioxane (3 mL) and to this 1.0 M lithium hexamethyldisilazide in THF (4.2 mL, 4.2 mmol) was added slowly. The reaction was stirred for 2.5 h. A portion of the lithium triisopropylsilanethiolate solution (2.64, 1.32 mmol) was added to a suspension of tert-butyl 7-iodo-1,3a,4,9b-tetrahydrochromeno[3,4-b]pyrrole-3(2H)-carboxylate P02 (480 mg, 1.2 mmol)... Yields the product CC(C)[Si](C(C)C)(C(C)C)SC=1C=CC2=C(C1)OCC1N(CCC12)C(=O)OC(C)(C)C (Tert-butyl 7-[(tripropan-2-ylsilyl)sulfanyl]-1,3a,4,9b-tetrahydrochromeno[3,4-b]pyrrole-3(2H)-carboxylate). Procedure: 3-Bromophenylacetic acid, 35i-a, (50 g, 0.23 mol) was dissolved in ethanol (250 mL) and sulfuric acid was added drop-wise. The mixture was heated to reflux and stirred overnight. The solution was adjusted to about a pH of 7-8 with sodium hydroxide solution and concentrated in vacuo. The water phase was extracted with ethyl acetate (3×150 mL) and the combined organics was washed with brine (50 mL) and dried, concentrated to give the compound, 35i-b, (52.6 g, 93%) as colorless oil. 1H NMR (300 MHz... Yield: 93.0%. Yields the product BrC=1C=C(C=CC1)CC(=O)OCC (Ethyl 2-(3-bromophenyl)acetate). Reaction conditions: time 8 hour. The reactants are [OH-].[Na+] (sodium hydroxide), BrC=1C=C(C=CC1)CC(=O)O (3-Bromophenylacetic acid), 35i-a, C(C)O (ethanol), S(O)(O)(=O)=O (sulfuric acid). RXN SMILES: [Br:1][C:2]1[CH:3]=[C:4]([CH2:8][C:9]([OH:11])=[O:10])[CH:5]=[CH:6][CH:7]=1.S(=O)(=O)(O)O.[OH-].[Na+].[CH2:19](O)[CH3:20]>>[Br:1][C:2]1[CH:3]=[C:4]([CH2:8][C:9]([O:11][CH2:19][CH3:20])=[O:10])[CH:5]=[CH:6][CH:7]=1 |f:2.3|. The product is OCCCCNS(=O)(=O)C1=CC=C(C=C1)C1=CC=C(C=C1)OC(F)(F)F (4′-Trifluoromethoxybiphenyl-4-sulfonic acid-(4-hydroxybutyl)-amide). The reactants are OCCCCNS(=O)(=O)C1=CC=C(C=C1)Br (4-bromophenyl-sulfonic acid-(4-hydroxybutyl)-amide), FC(OC1=CC=C(C=C1)B(O)O)(F)F (4-trifluoromethoxyphenyl boronic acid). As a reaction SMILES: [OH:1][CH2:2][CH2:3][CH2:4][CH2:5][NH:6][S:7]([C:10]1[CH:15]=[CH:14][C:13](Br)=[CH:12][CH:11]=1)(=[O:9])=[O:8].[F:17][C:18]([F:30])([F:29])[O:19][C:20]1[CH:25]=[CH:24][C:23](B(O)O)=[CH:22][CH:21]=1>>[OH:1][CH2:2][CH2:3][CH2:4][CH2:5][NH:6][S:7]([C:10]1[CH:15]=[CH:14][C:13]([C:23]2[CH:22]=[CH:21][C:20]([O:19][C:18]([F:17])([F:29])[F:30])=[CH:25][CH:24]=2)=[CH:12][CH:11]=1)(=[O:9])=[O:8]. Procedure details: Using a method analogous to that described in Example 40, 4-bromophenyl-sulfonic acid-(4-hydroxybutyl)-amide and 4-trifluoromethoxyphenyl boronic acid were reacted to give the title compound as a white solid. δC (DMSO, 62.9 MHz): 25.9, 29.6, 42.6, 60.2, 121.7, 127.1, 127.4, 129.0, 137.9, 139.8, 142.3 and 148.5. Reactants: C(C1=CC=CC=C1)OC=1C(C=C(OC1)C(F)F)=O (5-benzyloxy-2-difluoromethyl-pyran-4-one), B(Br)(Br)Br (BBr3), ice-salt, CO (MeOH). Run in C(Cl)Cl (CH2Cl2), C(Cl)Cl (CH2Cl2), C(Cl)Cl (CH2Cl2), C(Cl)Cl (CH2Cl2). Run at time 10 minute. Product: FC(C=1OC=C(C(C1)=O)O)F (2-difluoromethyl-5-hydroxy-pyran-4-one), solid. Yield: 50.0%. As a reaction SMILES: C([O:8][C:9]1[C:10](=[O:18])[CH:11]=[C:12]([CH:15]([F:17])[F:16])[O:13][CH:14]=1)C1C=CC=CC=1.B(Br)(Br)Br.CO>C(Cl)Cl>[F:17][CH:15]([F:16])[C:12]1[O:13][CH:14]=[C:9]([OH:8])[C:10](=[O:18])[CH:11]=1. Procedure details: To an ice-salt cooled, clear solution of 5-benzyloxy-2-difluoromethyl-pyran-4-one (252 mg, 1 mmol) in CH2Cl2 (4 mL) was added dropwise a solution of 1.0 M BBr3 in CH2Cl2 (1 mL, 1 mmol) diluted with CH2Cl2 (1 mL). After 10 min, TLC analysis of the reaction mixture using a mixture of CH2Cl2 and MeOH (20/1, v/v) as eluant indicated consumption of the starting material. The reaction mixture was quenched with MeOH (5 mL), and evaporated to dryness. The residual oil was taken up in ethyl acetate (30 m... The product is CCCC(C)C(=O)NC(=S)Nc1ccc(Oc2ccnc3cc(OC)c(OC)cc23)c(Cl)c1. RXN SMILES: [CH3:13][CH:14]([CH2:15][CH2:16][CH3:17])[C:18]([Cl:19])=[O:20].[CH3:21][CH:22]([C:23](=[O:24])[N:25]=[C:26]=[S:27])[CH2:28][CH2:29][CH3:30].[CH3:54][CH2:55][OH:56].[CH3:57][c:58]1[cH:59][cH:60][cH:61][cH:62][cH:63]1.[CH3:5][CH:6]([CH2:7][CH2:8][CH3:9])[C:10]([OH:11])=[O:12].[Cl:31][c:32]1[cH:33][c:34]([NH2:35])[cH:36][cH:37][c:38]1[O:39][c:40]1[cH:41][cH:42][n:43][c:44]2[cH:45][c:46]([O:52][CH3:53])[c:47]([O:50][CH3:51])[cH:48][c:49]12.[S:1]([Cl:2])([Cl:3])=[O:4]>>[CH3:21][CH:22]([C:23](=[O:24])[NH:25][C:26](=[S:27])[NH:35][c:34]1[cH:33][c:32]([Cl:31])[c:38]([O:39][c:40]2[cH:41][cH:42][n:43][c:44]3[cH:45][c:46]([O:52][CH3:53])[c:47]([O:50][CH3:51])[cH:48][c:49]23)[cH:37][cH:36]1)[CH2:28][CH2:29][CH3:30]. Reactants: CCCC(C)C(=O)Cl, CCCC(C)C(=O)N=C=S, CCO, Cc1ccccc1, CCCC(C)C(=O)O, COc1cc2nccc(Oc3ccc(N)cc3Cl)c2cc1OC, O=S(Cl)Cl. Starting materials: C(\C=C/C(=O)O)(=O)O (maleic acid), C([O-])([O-])=O.[Mn+2] (manganese carbonate), C([O-])([O-])=O (carbonate). The solvent is O (water). The product is C(\C=C/C(=O)[O-])(=O)[O-].[Mn+2] (manganese maleate). Reaction SMILES: [C:1]([OH:8])(=[O:7])/[CH:2]=[CH:3]\[C:4]([OH:6])=[O:5].C(=O)([O-])[O-].[Mn+2:13].C(=O)([O-])[O-]>O>[C:1]([O-:8])(=[O:7])/[CH:2]=[CH:3]\[C:4]([O-:6])=[O:5].[Mn+2:13] |f:1.2,5.6|. Procedure: An aqueous solution composed of 40 g water, 11.6 g maleic acid, and 11.5 g manganese carbonate is prepared. The carbonate slowly reacts and dissolves to give manganese maleate derivative solution. This manganese maleate solution is used as a monomer source in a polymerization such as that described in Example 8, wherein equimolar amounts of maleate and vinyl acetate were used. After that, a hydrolysis is performed using the procedures described in Example 14. The reaction proceeded as follows: Reactants: C(CCC)[Li] (n-butyl lithium), [Na+].C(C1=CC=CC=C1)(=O)CCCC(=O)[O-] (4-benzoylbutyric acid sodium salt), [H-].[Na+] (NaH), crude product, C(CC(=O)C)(=O)OC (methyl acetoacetate), [H-].[Na+] (NaH), acid. The solvent is O1CCCC1 (tetrahydrofuran), CCCCCC (hexane), O1CCCC1 (tetrahydrofuran), O1CCCC1 (tetrahydrofuran), CCCCCC (hexane). The product is OC=1CC(OC(C1)=O)(C1=CC=CC=C1)CCCC(=O)O (4-(3,6-Dihydro-4-hydroxy-6-oxo-2-phenyl-2H-pyran-2-yl) butyric acid), [Na+].C(C1=CC=CC=C1)(=O)CCCC(=O)[O-] (4-Benzoylbutyric acid sodium salt). Reaction SMILES: [C:1](OC)(=[O:6])[CH2:2][C:3]([CH3:5])=[O:4].[H-].[Na+:10].C([Li])CCC.[Na+].[C:17]([CH2:25][CH2:26][CH2:27][C:28]([O-:30])=[O:29])(=[O:24])[C:18]1[CH:23]=[CH:22][CH:21]=[CH:20][CH:19]=1>CCCCCC.O1CCCC1>[OH:4][C:3]1[CH2:5][C:17]([CH2:25][CH2:26][CH2:27][C:28]([OH:30])=[O:29])([C:18]2[CH:23]=[CH:22][CH:21]=[CH:20][CH:19]=2)[O:24][C:1](=[O:6])[CH:2]=1.[Na+:10].[C:17]([CH2:25][CH2:26][CH2:27][C:28]([O-:30])=[O:29])(=[O:24])[C:18]1[CH:23]=[CH:22][CH:21]=[CH:20][CH:19]=1 |f:1.2,4.5,9.10|. Procedure details: The title compound was prepared as described in General Method 1 using 25 mmol of methyl acetoacetate, 27.5 mmol of NaH 60% dispersion in oil, 26.25 mmol of 1.6M n-butyl lithium in hexane in 50 mL of tetrahydrofuran and 25 mmol of 4-benzoylbutyric acid sodium salt in 100 mL of tetrahydrofuran. 4-Benzoylbutyric acid sodium salt was prepared by reacting the acid (25 mmol) with hexane washed NaH (17.5 mmol) in tetrahydrofuran at 0° C. for 25 minutes. The crude product was flash chromatographed usin...